Dataset: the Open Reaction Database (ORD), a public repository of structured organic reaction records. Task: describe an organic reaction: reactants, conditions, products, and yield Reactants: P(=O)(OC1=CNC2=CC=C(C(=C12)Cl)Br)([O-])[O-] (5-bromo,4-chloro,3-indolyl phosphate), [Na][Na] (disodium). Solvent: CO (methanol), C([O-])([O-])=O (carbonate). Product: C1=CC(=C(C2=C1NC=C2OP(=O)(O)O)Cl)Br (BCIP). Reaction SMILES: [P:1]([O-:16])([O-:15])([O:3][C:4]1[C:12]2[C:7](=[CH:8][CH:9]=[C:10]([Br:14])[C:11]=2[Cl:13])[NH:6][CH:5]=1)=[O:2].[Na][Na]>CO.C(=O)([O-])[O-]>[CH:8]1[C:7]2[NH:6][CH:5]=[C:4]([O:3][P:1]([OH:15])([OH:16])=[O:2])[C:12]=2[C:11]([Cl:13])=[C:10]([Br:14])[CH:9]=1. Procedure: 0.100 g 5-bromo,4-chloro,3-indolyl phosphate, disodium salt dissolved in 0.5M methanol, diluted to 1 ml in carbonate buffer. The reactants are CC(=O)Oc1ccc(C=CC(=O)N(C)Cc2cccnc2)cc1, CO, [K+], [OH-], O. Product: CN(Cc1cccnc1)C(=O)C=Cc1ccc(O)cc1. RXN SMILES: [C:1](=[O:2])([CH3:3])[O:4][c:5]1[cH:6][cH:7][c:8]([CH:11]=[CH:12][C:13]([N:14]([CH2:15][c:16]2[cH:17][n:18][cH:19][cH:20][cH:21]2)[CH3:22])=[O:23])[cH:9][cH:10]1.[CH3:27][OH:28].[K+:26].[OH-:25].[OH2:24]>>[OH:4][c:5]1[cH:6][cH:7][c:8]([CH:11]=[CH:12][C:13]([N:14]([CH2:15][c:16]2[cH:17][n:18][cH:19][cH:20][cH:21]2)[CH3:22])=[O:23])[cH:9][cH:10]1. Reactants: CN(C)C=O (DMF), ClC=1C=CC2=C(C=C(S2)C(C(=O)O)C(C)C)C1 (2-(5-chloro-2-benzothienyl)-3-methylbutanoic acid), C(=O)([O-])[O-].[K+].[K+] (K2CO3), O(C1=CC=CC=C1)C=1C=C(CBr)C=CC1 (3-phenoxybenzyl bromide). Solvent: CCOCC (ether). Conditions: time 15 hour. Yields the product ClC=1C=CC2=C(C=C(S2)C(C(=O)OCC2=CC(=CC=C2)OC2=CC=CC=C2)C(C)C)C1 (3-phenoxybenzyl 2-(5-chloro-2-benzothienyl)-3-methylbutanoate). Reaction SMILES: CN(C=O)C.[Cl:6][C:7]1[CH:8]=[CH:9][C:10]2[S:14][C:13]([CH:15]([CH:19]([CH3:21])[CH3:20])[C:16]([OH:18])=[O:17])=[CH:12][C:11]=2[CH:22]=1.C([O-])([O-])=O.[K+].[K+].[O:29]([C:36]1[CH:37]=[C:38]([CH:41]=[CH:42][CH:43]=1)[CH2:39]Br)[C:30]1[CH:35]=[CH:34][CH:33]=[CH:32][CH:31]=1>CCOCC>[Cl:6][C:7]1[CH:8]=[CH:9][C:10]2[S:14][C:13]([CH:15]([CH:19]([CH3:20])[CH3:21])[C:16]([O:18][CH2:39][C:38]3[CH:41]=[CH:42][CH:43]=[C:36]([O:29][C:30]4[CH:35]=[CH:34][CH:33]=[CH:32][CH:31]=4)[CH:37]=3)=[O:17])=[CH:12][C:11]=2[CH:22]=1 |f:2.3.4|. Procedure details: A mixture of 20 ml DMF, 2-(5-chloro-2-benzothienyl)-3-methylbutanoic acid (0.5 g), K2CO3 (0.51 g) and 3-phenoxybenzyl bromide (0.44 g) is stirred, under nitrogen, for about 15 hours. The mixture is then taken up in ether, washed with water and brine, dried over Na2SO4 and solvent removed. The crude product is plated developing with 10% ether/hexane to give 3-phenoxybenzyl 2-(5-chloro-2-benzothienyl)-3-methylbutanoate. The reactants are BrC=1C=NC=CC1 (3-bromopyridine), C(CCC)[Li] (n-butyllithium), CCOCC (ether), CCOCC (ether), COCCOCOCCCC1(C(=O)OCC1)OCOCCOC (2-[3-(2-methoxyethoxymethoxy)propyl]-2-(2-methoxyethoxymethoxy)-γ-butyrolactone), CCOCC (ether). The solvent is CCCCCC (hexane). Conditions: temperature -20 celsius, time 20 minute. The product is COCCOCOC(C=O)C(CC(C)OCOCCOC)C(C1=CN=CC=C1)=O (2,5-bis-(2-methoxyethoxymethoxy)-3-nicotinoyl-hexan-1-one). RXN SMILES: Br[C:2]1[CH:3]=[N:4][CH:5]=[CH:6][CH:7]=1.[CH2:8]([Li])CCC.[CH3:13][O:14][CH2:15][CH2:16][O:17][CH2:18][O:19][CH2:20][CH2:21][CH2:22][C:23]1([O:29][CH2:30][O:31][CH2:32][CH2:33][O:34][CH3:35])CC[O:26][C:24]1=O.C[CH2:37][O:38]CC>CCCCCC>[CH3:35][O:34][CH2:33][CH2:32][O:31][CH2:30][O:29][CH:23]([CH:22]([C:37](=[O:38])[C:2]1[CH:7]=[CH:6][CH:5]=[N:4][CH:3]=1)[CH2:21][CH:20]([O:19][CH2:18][O:17][CH2:16][CH2:15][O:14][CH3:13])[CH3:8])[CH:24]=[O:26]. Procedure details: A solution of 18.96 g (0.12 mole) of 3-bromopyridine in 50 ml of ether is added dropwise into a 54.72 ml (0.11 mole) of 2.01M n-butyllithium in hexane in 550 ml of ether at -78° C. with stirring under argon over a period of 20 min. The mixture is stirred for another 1/2 h and a solution of 30.35 g (0.0902 mole) of 2-[3-(2-methoxyethoxymethoxy)propyl]-2-(2-methoxyethoxymethoxy)-γ-butyrolactone in 30 ml of ether is added dropwise over a period of 10 min. The mixture is stirred at -78° C. for 2 h, ... The reactants are CCOC(=O)c1ccc(Cl)nc1, CCOC(C)O, Nc1ccccc1. The product is CCOC(=O)c1ccc(Nc2ccccc2)nc1. Reaction SMILES: [CH2:1]([CH3:2])[O:3][C:4]([c:5]1[cH:6][n:7][c:8]([Cl:11])[cH:9][cH:10]1)=[O:12].[CH2:20]([O:21][CH:22]([OH:23])[CH3:24])[CH3:25].[NH2:13][c:14]1[cH:15][cH:16][cH:17][cH:18][cH:19]1>>[CH2:1]([CH3:2])[O:3][C:4]([c:5]1[cH:6][n:7][c:8]([NH:13][c:14]2[cH:15][cH:16][cH:17][cH:18][cH:19]2)[cH:9][cH:10]1)=[O:12].